describe an organic reaction: reactants, conditions, products, and yield From a dataset of the Open Reaction Database (ORD), a public repository of structured organic reaction records. Starting materials: Brc1ccccn1, [Li]CCCC, CCOCC, COc1cc([N+](=O)[O-])ccc1C=O, CCCCCC, C1CCOC1, O. The product is COc1cc([N+](=O)[O-])ccc1C(O)c1ccccn1. RXN SMILES: [Br:1][c:2]1[cH:3][cH:4][cH:5][cH:6][n:7]1.[CH2:14]([Li:15])[CH2:16][CH2:17][CH3:18].[CH2:33]([O:34][CH2:35][CH3:36])[CH3:37].[CH3:19][O:20][c:21]1[c:22]([CH:23]=[O:24])[cH:25][cH:26][c:27]([N+:29](=[O:30])[O-:31])[cH:28]1.[CH3:8][CH2:9][CH2:10][CH2:11][CH2:12][CH3:13].[O:38]1[CH2:39][CH2:40][CH2:41][CH2:42]1.[OH2:32]>>[c:2]1([CH:23]([c:22]2[c:21]([O:20][CH3:19])[cH:28][c:27]([N+:29](=[O:30])[O-:31])[cH:26][cH:25]2)[OH:24])[cH:3][cH:4][cH:5][cH:6][n:7]1. Reactants: BrCCC1=CC=CC=C1 ((2-Bromoethyl)benzene), BrCCC1=CC=CC=C1 ((2-bromoethyl)benzene), C([O-])([O-])=O.[Cs+].[Cs+] (cesium carbonate), N1C(=NC2=C1C=CC=C2)C(=O)N([C@@H]2CN(C[C@@H](C2)C(=O)N2CCOCC2)C(=O)OC(C)(C)C)CC(C)C (tert-Butyl (3S,5R)-3-{(1H-benzimidazol-2-ylcarbonyl)(2-methylpropyl)amino}-5-(morpholin-4-ylcarbonyl)piperidine-1-carboxylate). Run in CN(C=O)C (dimethylformamide). Run at temperature 65 celsius, time 3 hour. Yields the product CC(CN([C@@H]1CN(C[C@@H](C1)C(=O)N1CCOCC1)C(=O)OC(C)(C)C)C(=O)C1=NC2=C(N1CCC1=CC=CC=C1)C=CC=C2)C (tert-butyl (3S,5R)-3-{(2-methylpropyl){{1-(2-phenylethyl)-1H-benzimidazol-2-yl}carbonyl}amino}-5-(morpholin-4-ylcarbonyl)piperidine-1-carboxylate). RXN SMILES: [NH:1]1[C:5]2[CH:6]=[CH:7][CH:8]=[CH:9][C:4]=2[N:3]=[C:2]1[C:10]([N:12]([CH2:34][CH:35]([CH3:37])[CH3:36])[C@H:13]1[CH2:18][C@@H:17]([C:19]([N:21]2[CH2:26][CH2:25][O:24][CH2:23][CH2:22]2)=[O:20])[CH2:16][N:15]([C:27]([O:29][C:30]([CH3:33])([CH3:32])[CH3:31])=[O:28])[CH2:14]1)=[O:11].Br[CH2:39][CH2:40][C:41]1[CH:46]=[CH:45][CH:44]=[CH:43][CH:42]=1.C(=O)([O-])[O-].[Cs+].[Cs+]>CN(C)C=O>[CH3:36][CH:35]([CH3:37])[CH2:34][N:12]([C:10]([C:2]1[N:3]([CH2:39][CH2:40][C:41]2[CH:46]=[CH:45][CH:44]=[CH:43][CH:42]=2)[C:4]2[CH:9]=[CH:8][CH:7]=[CH:6][C:5]=2[N:1]=1)=[O:11])[C@H:13]1[CH2:18][C@@H:17]([C:19]([N:21]2[CH2:22][CH2:23][O:24][CH2:25][CH2:26]2)=[O:20])[CH2:16][N:15]([C:27]([O:29][C:30]([CH3:31])([CH3:32])[CH3:33])=[O:28])[CH2:14]1 |f:2.3.4|. Reported procedure: tert-Butyl (3S,5R)-3-{(1H-benzimidazol-2-ylcarbonyl)(2-methylpropyl)amino}-5-(morpholin-4-ylcarbonyl)piperidine-1-carboxylate (147 mg) was dissolved in dimethylformamide (12 ml), (2-bromoethyl)benzene (58 μl) and cesium carbonate (200 mg) were added and the mixture was stirred at 65° C. for 3 hr. (2-Bromoethyl)benzene (58 μl) was added, and the mixture was further stirred for 2 hr. The reaction mixture was concentrated under reduced pressure, diluted with water, and extracted with ethyl acetate.... Reactants: CC(C(=O)NC=1C=CC2=C(CCC3=C(SC=C3)C2=O)C1)(C)C (7-trimethylacetamido-4,5-dihydro-10H-benzo[5,6]cyclohepta[1,2-b]thiophen-10-one), Example 17, Cl (hydrochloric acid). The solvent is C(C)O (ethanol). The product is NC=1C=CC2=C(CCC3=C(SC=C3)C2=O)C1 (7-amino-4,5-dihydro-10H-benzo[5,6]cyclohepta[1,2-b]thiophen-10-one). Yield: 98.8%. RXN SMILES: CC(C)(C)C([NH:5][C:6]1[CH:7]=[CH:8][C:9]2[C:18](=[O:19])[C:14]3[S:15][CH:16]=[CH:17][C:13]=3[CH2:12][CH2:11][C:10]=2[CH:20]=1)=O.Cl>C(O)C>[NH2:5][C:6]1[CH:7]=[CH:8][C:9]2[C:18](=[O:19])[C:14]3[S:15][CH:16]=[CH:17][C:13]=3[CH2:12][CH2:11][C:10]=2[CH:20]=1. Procedure: In ethanol (10 ml) was suspended 7-trimethylacetamido-4,5-dihydro-10H-benzo[5,6]cyclohepta[1,2-b]thiophen-10-one obtained in Reference Example 17 (0.40 g, 1.28 mmol), and 6N hydrochloric acid (5 ml) was added thereto, followed by heating under reflux for 6 hours. After the reaction was completed, ethanol was distilled off under reduced pressure, and the resulting mixture was adjusted to pH 10 with an aqueous solution of sodium hydroxide. The mixture was extracted with dichloromethane, and the or... Starting materials: [N+](=O)([O-])C1=CC=C(C=C1)CCC(=O)Cl (3-(4-nitro-phenyl)-propionyl chloride), COC1=CC=CC=C1 (methylphenyl ether), ( 100 ). Reagents/catalysts: [Al+3].[Cl-].[Cl-].[Cl-] (AlCl3). The product is COC1=CC=C(C=C1)C(CCC1=CC=C(C=C1)[N+](=O)[O-])=O (1-(4-methoxy-phenyl)-3-(4-nitro-phenyl)-propan-1-one). Yield: 81.3%. RXN SMILES: [N+:1]([C:4]1[CH:9]=[CH:8][C:7]([CH2:10][CH2:11][C:12](Cl)=[O:13])=[CH:6][CH:5]=1)([O-:3])=[O:2].[CH3:15][O:16][C:17]1[CH:22]=[CH:21][CH:20]=[CH:19][CH:18]=1>[Al+3].[Cl-].[Cl-].[Cl-]>[CH3:15][O:16][C:17]1[CH:22]=[CH:21][C:20]([C:12](=[O:13])[CH2:11][CH2:10][C:7]2[CH:8]=[CH:9][C:4]([N+:1]([O-:3])=[O:2])=[CH:5][CH:6]=2)=[CH:19][CH:18]=1 |f:2.3.4.5|. Procedure details: A procedure similar to step 2 of Example 1 was used, the 3-(4-nitro-phenyl)-propionyl chloride prepared in the step 2 and methylphenyl ether were used as starting materials, and anhydrous AlCl3 was used as catalyst, the obtained product was white solid in a yield of 81.3%, mp: 123-125 └. 1H-NMR (CDCl3, 400 MHz) δ: 3.18 (2H, t, J=7.00 Hz), 3.30 (2H, t, J=7.00 Hz), 3.87 (3H, s, OCH3), 6.93 (2H, d, J=8.96 Hz, ArH), 7.42 (2H, d, J=8.60 Hz, ArH), 7.93 (2H, d, J=8.96 Hz, ArH), 8.15 (2H, d, J=8.60 Hz, ... Starting materials: N1=C(N=CC=C1)N1CCN(CC1)CCCCN1CCC2(CCCC2)CC1 (8-[4-[4-(2-pyrimidinyl)-1-piperazinyl]butyl]-8-azaspiro[4,5]decane), C(=O)([O-])[O-].[Na+].[Na+] (Na2CO3), N1=C(N=CC=C1)N1CCNCC1 (1-(2-pyrimidinyl)piperazine), ClCCCC#N (3-chloro-1-cyanopropane). Run in C(CCC)O (n-butanol). The product is N1=C(N=CC=C1)N1CCN(CC1)CCCC#N (4-(2-pyrimidinyl)-1-(3-cyanopropyl)piperazine). Reaction SMILES: [N:1]1[CH:6]=[CH:5][CH:4]=[N:3][C:2]=1[N:7]1[CH2:12][CH2:11][N:10]([CH2:13][CH2:14][CH2:15][CH2:16][N:17]2CCC3(CCCC3)CC2)[CH2:9][CH2:8]1.N1C=CC=NC=1N1CCNCC1.ClCCCC#N.C([O-])([O-])=O.[Na+].[Na+]>C(O)CCC>[N:1]1[CH:6]=[CH:5][CH:4]=[N:3][C:2]=1[N:7]1[CH2:12][CH2:11][N:10]([CH2:13][CH2:14][CH2:15][C:16]#[N:17])[CH2:9][CH2:8]1 |f:3.4.5|. Procedure: For example, 8-[4-[4-(2-pyrimidinyl)-1-piperazinyl]butyl]-8-azaspiro[4,5]decane is prepared by the condensation of 1-(2-pyrimidinyl)piperazine with 3-chloro-1-cyanopropane by means of Na2CO3 in n-butanol gives 4-(2-pyrimidinyl)-1-(3-cyanopropyl)piperazine which is reduced with LiA1H4 or with H2 and Raney nickel (RaNi) yielding 4-(2-pyrimidinyl)-1-(4-aminobutyl)piperazine, which is finally condensed with 8-oxaspiro[4,5]-decane-7,9-dione(3,3-tetramethyleneglutaric anhydride) in pyridine. The reactants are C(CCC=C)[C@H]1[C@@H](CCC1)O (trans-2-pent-4-en-1-ylcyclopentanol), C(C)(=O)OC=C (vinyl acetate). Solvent: CCOCC (Et2O). Conditions: time 16 hour. Yields the product C(C)(=O)O[C@H]1[C@@H](CCC1)CCCC=C ((1R,2R)-2-pent-4-en-1-ylcyclopentyl acetate). The yield is 42.8%. As a reaction SMILES: [CH2:1]([C@@H:6]1[CH2:10][CH2:9][CH2:8][C@H:7]1[OH:11])[CH2:2][CH2:3][CH:4]=[CH2:5].[C:12](OC=C)(=[O:14])[CH3:13]>CCOCC>[C:12]([O:11][C@@H:7]1[CH2:8][CH2:9][CH2:10][C@H:6]1[CH2:1][CH2:2][CH2:3][CH:4]=[CH2:5])(=[O:14])[CH3:13]. Reported procedure: AMANO LIPASE PS (7.0 g, 64.7 mmol) was added to a solution of trans-2-pent-4-en-1-ylcyclopentanol (10.0 g, 64.7 mmol) and vinyl acetate (19.5 g, 129.4 mmol) in Et2O (275 mL). The mixture was stirred for 16 hours, then filtered through CELITE. The filtrate was concentrated to afford a residue that was purified by column chromatography on SiO2 (gradient elution, 0-100% Et2O/petroleum ether) to afford in the first fractions the title compound (5.43 g, 43%). 1H NMR (300 MHz, CDCl3) δ 5.89-5.72 (m, 1...